This data is from the Open Reaction Database (ORD), a public repository of structured organic reaction records. The task is: describe an organic reaction: reactants, conditions, products, and yield Starting materials: CCOP(=O)(CCC(C)=CCc1c(O)c2c(c(C)c1OC)COC2=O)OCC, CO, Cl, [Li+], [OH-], O. Yields the product CCOP(=O)(O)CCC(C)=CCc1c(O)c2c(c(C)c1OC)COC2=O. Reaction SMILES: [CH2:1]([CH3:2])[O:3][P:4]([O:5][CH2:6][CH3:7])(=[O:8])[CH2:9][CH2:10][C:11](=[CH:12][CH2:13][c:14]1[c:15]([OH:27])[c:16]2[c:20]([c:21]([CH3:25])[c:22]1[O:23][CH3:24])[CH2:19][O:18][C:17]2=[O:26])[CH3:28].[CH3:31][OH:32].[ClH:33].[Li+:30].[OH-:29].[OH2:34]>>[CH2:1]([CH3:2])[O:3][P:4](=[O:5])([OH:8])[CH2:9][CH2:10][C:11](=[CH:12][CH2:13][c:14]1[c:15]([OH:27])[c:16]2[c:20]([c:21]([CH3:25])[c:22]1[O:23][CH3:24])[CH2:19][O:18][C:17]2=[O:26])[CH3:28]. The reactants are O=C([O-])[O-], CN1C(=O)CCC2(C)c3ccc(S)cc3CCC12, CN(C)C=O, CCOC(C)=O, Fc1cccc2sc(Cl)nc12, [K+], [K+]. Yields the product CN1C(=O)CCC2(C)c3ccc(Sc4nc5c(F)cccc5s4)cc3CCC12. RXN SMILES: [C:19](=[O:20])([O-:21])[O-:22].[CH3:1][N:2]1[C:3](=[O:18])[CH2:4][CH2:5][C:6]2([CH3:17])[c:7]3[c:8]([cH:12][c:13]([SH:16])[cH:14][cH:15]3)[CH2:9][CH2:10][CH:11]12.[CH3:36][N:37]([CH3:38])[CH:39]=[O:40].[CH3:41][CH2:42][O:43][C:44](=[O:45])[CH3:46].[Cl:25][c:26]1[s:27][c:28]2[c:29]([n:30]1)[c:31]([F:35])[cH:32][cH:33][cH:34]2.[K+:23].[K+:24]>>[CH3:1][N:2]1[C:3](=[O:18])[CH2:4][CH2:5][C:6]2([CH3:17])[c:7]3[c:8]([cH:12][c:13]([S:16][c:26]4[s:27][c:28]5[c:29]([n:30]4)[c:31]([F:35])[cH:32][cH:33][cH:34]5)[cH:14][cH:15]3)[CH2:9][CH2:10][CH:11]12. The reactants are N1(N=CC=C1)CC1=CC=C(C=C1)O (4-(1-pyrazolyl)methylphenol), BrCCCBr (1,3-dibromopropane), [OH-].[Na+] (sodium hydroxide). The solvent is O (water), O (water). Product: N1(N=CC=C1)CC1=CC=C(OCCCBr)C=C1 (3-[4-(1-pyrazolyl)methylphenoxy]propyl bromide). Yield: 56.2%. RXN SMILES: [N:1]1([CH2:6][C:7]2[CH:12]=[CH:11][C:10]([OH:13])=[CH:9][CH:8]=2)[CH:5]=[CH:4][CH:3]=[N:2]1.[Br:14][CH2:15][CH2:16][CH2:17]Br.[OH-].[Na+]>O>[N:1]1([CH2:6][C:7]2[CH:12]=[CH:11][C:10]([O:13][CH2:17][CH2:16][CH2:15][Br:14])=[CH:9][CH:8]=2)[CH:5]=[CH:4][CH:3]=[N:2]1 |f:2.3|. Procedure: To a mixture of 4-(1-pyrazolyl)methylphenol (5 g), 1,3-dibromopropane (11.59 g) and water (50 ml) was added dropwise an aqueous solution of sodium hydroxide (1.38 g) dissolved in water (10 ml) while stirring under heating at reflux over 30 minutes. The reaction mixture was then heated at reflux under stirring for further 1 hour, and then cooled to room temperature, which was extracted with diethyl ether (300 ml). The organic layer was washed with 5N aqueous sodium hydroxide solution and then wat... Starting materials: O=C([O-])[O-], Clc1cccc(N2CCNCC2)c1, O=C1CCCN1CCCCl, [Na+], [Na+], Cc1ccccc1C. Yields the product O=C1CCCN1CCCN1CCN(c2cccc(Cl)c2)CC1. Reaction SMILES: [C:24](=[O:25])([O-:26])[O-:27].[Cl:11][c:12]1[cH:13][cH:14][cH:15][c:16]([N:18]2[CH2:19][CH2:20][NH:21][CH2:22][CH2:23]2)[cH:17]1.[Cl:1][CH2:2][CH2:3][CH2:4][N:5]1[C:6](=[O:10])[CH2:7][CH2:8][CH2:9]1.[Na+:28].[Na+:29].[c:30]1([CH3:31])[c:32]([CH3:33])[cH:34][cH:35][cH:36][cH:37]1>>[CH2:2]([CH2:3][CH2:4][N:5]1[C:6](=[O:10])[CH2:7][CH2:8][CH2:9]1)[N:21]1[CH2:20][CH2:19][N:18]([c:16]2[cH:15][cH:14][cH:13][c:12]([Cl:11])[cH:17]2)[CH2:23][CH2:22]1. The reactants are CN(C)C(=O)c1coc(C(CCCC2CCC2)CC(=O)OC(C)(C)C)n1, ClCCl, O=C(O)C(F)(F)F. The product is CN(C)C(=O)c1coc(C(CCCC2CCC2)CC(=O)O)n1. RXN SMILES: [CH:1]1([CH2:5][CH2:6][CH2:7][CH:8]([CH2:9][C:10](=[O:11])[O:12][C:13]([CH3:14])([CH3:15])[CH3:16])[c:17]2[o:18][cH:19][c:20]([C:22](=[O:23])[N:24]([CH3:25])[CH3:26])[n:21]2)[CH2:2][CH2:3][CH2:4]1.[Cl:34][CH2:35][Cl:36].[OH:27][C:28]([C:29]([F:30])([F:31])[F:32])=[O:33]>>[CH:1]1([CH2:5][CH2:6][CH2:7][CH:8]([CH2:9][C:10](=[O:11])[OH:12])[c:17]2[o:18][cH:19][c:20]([C:22](=[O:23])[N:24]([CH3:25])[CH3:26])[n:21]2)[CH2:2][CH2:3][CH2:4]1. Reactants: [Br-], OCC(Cc1ccccc1)Oc1c(Br)cc(-c2c3ccccc3c(Br)c3sc4ccccc4c23)cc1Br, C1CCOC1, [Li+], CCOC(=O)N=NC(=O)OCC, c1ccc(P(c2ccccc2)c2ccccc2)cc1. Yields the product BrCC(Cc1ccccc1)Oc1c(Br)cc(-c2c3ccccc3c(Br)c3sc4ccccc4c23)cc1Br. As a reaction SMILES: [Br-:33].[Br:34][c:35]1[c:36]2[cH:37][cH:38][cH:39][cH:40][c:41]2[c:42](-[c:52]2[cH:53][c:54]([Br:70])[c:55]([O:59][CH:60]([CH2:61][c:62]3[cH:63][cH:64][cH:65][cH:66][cH:67]3)[CH2:68][OH:69])[c:56]([Br:58])[cH:57]2)[c:43]2[c:44]3[c:45]([s:46][c:47]12)[cH:48][cH:49][cH:50][cH:51]3.[CH2:71]1[O:72][CH2:73][CH2:74][CH2:75]1.[Li+:32].[O:1]=[C:2]([O:3][CH2:4][CH3:5])[N:6]=[N:7][C:8]([O:9][CH2:10][CH3:11])=[O:12].[c:13]1([P:14]([c:15]2[cH:16][cH:17][cH:18][cH:19][cH:20]2)[c:21]2[cH:22][cH:23][cH:24][cH:25][cH:26]2)[cH:27][cH:28][cH:29][cH:30][cH:31]1>>[Br:33][CH2:68][CH:60]([O:59][c:55]1[c:54]([Br:70])[cH:53][c:52](-[c:42]2[c:41]3[c:36]([c:35]([Br:34])[c:47]4[c:43]2[c:44]2[c:45]([s:46]4)[cH:48][cH:49][cH:50][cH:51]2)[cH:37][cH:38][cH:39][cH:40]3)[cH:57][c:56]1[Br:58])[CH2:61][c:62]1[cH:63][cH:64][cH:65][cH:66][cH:67]1.